From a dataset of the Open Reaction Database (ORD), a public repository of structured organic reaction records. describe an organic reaction: reactants, conditions, products, and yield Reactants: CS(=O)C1=NN2C(C=N1)=CC=C2C2=C(C=CC=C2)OC (2-Methanesulfinyl-7-(2-methoxy-phenyl)-pyrrolo[2,1-f][1,2,4]triazine), ClC=1C=CC(=C(C1)C1=CC=C2C=NC(=NN21)S(=O)C)OC (7-(5-Chloro-2-methoxy-phenyl)-2-methanesulfinyl-pyrrolo[2,1-f][1,2,4]triazine). Product: ClC=1C=CC(=C(C1)C1=CC=C2C=NC(=NN21)N2C=NC=1C=NC=CC12)OC (1-[7-(5-Chloro-2-methoxy-phenyl)-pyrrolo[2,1-f][1,2,4]triazin-2-yl]-1H-imidazo[4,5-c]pyridine). As a reaction SMILES: CS([C:4]1[N:9]=[CH:8][C:7]2=CC=[C:12]([C:13]3[CH:18]=CC=CC=3OC)[N:6]2[N:5]=1)=O.[Cl:21][C:22]1[CH:23]=[CH:24][C:25]([O:40][CH3:41])=[C:26]([C:28]2[N:36]3[C:31]([CH:32]=[N:33][C:34](S(C)=O)=[N:35]3)=[CH:30][CH:29]=2)[CH:27]=1>>[Cl:21][C:22]1[CH:23]=[CH:24][C:25]([O:40][CH3:41])=[C:26]([C:28]2[N:36]3[C:31]([CH:32]=[N:33][C:34]([N:5]4[C:18]5[CH:13]=[CH:12][N:6]=[CH:7][C:8]=5[N:9]=[CH:4]4)=[N:35]3)=[CH:30][CH:29]=2)[CH:27]=1. Procedure details: The compound was made in an analogous fashion to Example 322 replacing 2-Methanesulfinyl-7-(2-methoxy-phenyl)-pyrrolo[2,1-f][1,2,4]triazine with 7-(5-Chloro-2-methoxy-phenyl)-2-methanesulfinyl-pyrrolo[2,1-f][1,2,4]triazine to afford 67.32 mg of 1-[7-(5-Chloro-2-methoxy-phenyl)-pyrrolo[2,1-f][1,2,4]triazin-2-yl]-1H-imidazo[4,5-c]pyridine as a lyophilized powder. (M+H)=377.6. 1H NMR (400 MHz, DMSO, d6) δ 9.38 (s, 1H), 9.17 (s, 1H), 8.50 (m, 1H), 8.21 (m, 1H), 8.07 (m, 1H), 7.41 (m, 1H), 7.36 (m, 1... As a reaction SMILES: [Al+3:19].[CH3:52][c:53]1[cH:54][c:55]([CH3:56])[cH:57][cH:58][c:59]1-[c:60]1[n:61][c:62](-[c:63]2[cH:64][cH:65][c:66]([CH3:67])[cH:68][c:69]2[CH3:70])[n:71][c:72](-[c:73]2[cH:74][cH:75][c:76]([CH3:77])[cH:78][c:79]2[CH3:80])[n:81]1.[CH3:89][c:90]1[cH:91][c:92]([CH3:93])[cH:94][cH:95][cH:96]1.[Cl-:18].[Cl-:20].[Cl-:21].[Cl:1][c:2]1[n:3][c:4]([Cl:5])[n:6][c:7]([Cl:8])[n:9]1.[Cl:82][c:83]1[cH:84][cH:85][cH:86][cH:87][cH:88]1.[OH:10][c:11]1[cH:12][cH:13][cH:14][c:15]([OH:16])[cH:17]1.[OH:22][c:23]1[c:24](-[c:30]2[n:31][c:32](-[c:44]3[c:45]([CH3:51])[cH:46][c:47]([CH3:50])[cH:48][cH:49]3)[n:33][c:34](-[c:36]3[cH:37][cH:38][c:39]([CH3:40])[cH:41][c:42]3[CH3:43])[n:35]2)[cH:25][cH:26][c:27]([OH:29])[cH:28]1>>[OH:10][c:11]1[c:12](-[c:34]2[n:33][c:32](-[c:44]3[c:45]([CH3:51])[cH:46][c:47]([CH3:50])[cH:48][cH:49]3)[n:31][c:30](-[c:24]3[c:23]([OH:22])[cH:28][c:27]([OH:29])[cH:26][cH:25]3)[n:35]2)[cH:13][cH:14][c:15]([OH:16])[cH:17]1. The product is Cc1ccc(-c2nc(-c3ccc(O)cc3O)nc(-c3ccc(O)cc3O)n2)c(C)c1. Reactants: [Al+3], Cc1ccc(-c2nc(-c3ccc(C)cc3C)nc(-c3ccc(C)cc3C)n2)c(C)c1, Cc1cccc(C)c1, [Cl-], [Cl-], [Cl-], Clc1nc(Cl)nc(Cl)n1, Clc1ccccc1, Oc1cccc(O)c1, Cc1ccc(-c2nc(-c3ccc(C)cc3C)nc(-c3ccc(O)cc3O)n2)c(C)c1. Starting materials: C1(CC1)CS(=O)(=O)C1=C(C=CC(=C1)OC1=C(C=C(C=C1C)[N+](=O)[O-])C)O (2-cyclopropylmethanesulfonyl-4-(2,6-dimethyl-4-nitro-phenoxy)-phenol). The solvent is CO (Methanol). Conditions: time 3 hour. The product is NC1=CC(=C(OC2=CC(=C(C=C2)O)S(=O)(=O)CC2CC2)C(=C1)C)C (4-(4-Amino-2,6-dimethyl-phenoxy)-2-cyclopropylmethanesulfonyl-phenol). RXN SMILES: [CH:1]1([CH2:4][S:5]([C:8]2[CH:13]=[C:12]([O:14][C:15]3[C:20]([CH3:21])=[CH:19][C:18]([N+:22]([O-])=O)=[CH:17][C:16]=3[CH3:25])[CH:11]=[CH:10][C:9]=2[OH:26])(=[O:7])=[O:6])[CH2:3][CH2:2]1>CO>[NH2:22][C:18]1[CH:17]=[C:16]([CH3:25])[C:15]([O:14][C:12]2[CH:11]=[CH:10][C:9]([OH:26])=[C:8]([S:5]([CH2:4][CH:1]3[CH2:2][CH2:3]3)(=[O:7])=[O:6])[CH:13]=2)=[C:20]([CH3:21])[CH:19]=1. Procedure: 4-(4-Amino-2,6-dimethyl-phenoxy)-2-cyclopropylmethanesulfonyl-phenol was prepared from 2-cyclopropylmethanesulfonyl-4-(2,6-dimethyl-4-nitro-phenoxy)-phenol according to a procedure analogous to that described in EXAMPLE 4, Step A. Methanol was used instead of ethanol as a co-solvent. Reaction mixture was hydrogenated for 3 hours. After the mixture was filtered through Celite® and concentrated, the title product of Step D was used in the next step without purification. MS (APCI−) Calc.: 347.4, Fo...